This data is from the Open Reaction Database (ORD), a public repository of structured organic reaction records. The task is: describe an organic reaction: reactants, conditions, products, and yield Starting materials: O=C([O-])[O-], c1ccc2c3c(oc2c1)CCNC3, CC(=O)CC(C)C, O=[N+]([O-])c1ccc(CCl)cc1, Cl, [I-], [K+], [Na+], [Na+]. Yields the product O=[N+]([O-])c1ccc(CN2CCc3oc4ccccc4c3C2)cc1. Reaction SMILES: [C:26](=[O:27])([O-:28])[O-:29].[CH2:2]1[NH:3][CH2:4][CH2:5][c:6]2[c:7]1[c:8]1[c:9]([o:10]2)[cH:11][cH:12][cH:13][cH:14]1.[CH3:34][CH:35]([CH3:36])[CH2:37][C:38](=[O:39])[CH3:40].[Cl:15][CH2:16][c:17]1[cH:18][cH:19][c:20]([N+:23](=[O:24])[O-:25])[cH:21][cH:22]1.[ClH:1].[I-:33].[K+:32].[Na+:30].[Na+:31]>>[CH2:2]1[N:3]([CH2:16][c:17]2[cH:18][cH:19][c:20]([N+:23](=[O:24])[O-:25])[cH:21][cH:22]2)[CH2:4][CH2:5][c:6]2[c:7]1[c:8]1[c:9]([o:10]2)[cH:11][cH:12][cH:13][cH:14]1. Starting materials: NCCCC(=O)C1=CC=CC=C1 (4-aminobutyrophenone), Cl.N(C1=CC=CC=C1)C1=CC(=NC2=CC=C3C(=C12)NC=N3)C (9-Anilino-7-methyl-1H-imidazo[4,5-f]quinoline Hydrochloride). Run in C(C)O (ethanol). Product: O.Cl.C(CCC)(=O)C1=CC=C(NC2=CC(=NC3=CC=C4C(=C23)NC=N4)C)C=C1.C(CCC)(=O)C1=CC=C(NC4=CC(=NC2=CC=C3C(=C42)NC=N3)C)C=C1.Cl (9-(p-Butyrylanilino)-7-methyl-1H-imidazo[4,5-f]quinoline Hydrochloride Hemihydrate). As a reaction SMILES: N[CH2:2][CH2:3][CH2:4][C:5]([C:7]1[CH:12]=[CH:11][CH:10]=[CH:9][CH:8]=1)=[O:6].[ClH:13].[NH:14]([C:21]1[C:30]2[C:25](=[CH:26][CH:27]=[C:28]3[N:33]=[CH:32][NH:31][C:29]3=2)[N:24]=[C:23]([CH3:34])[CH:22]=1)[C:15]1[CH:20]=[CH:19][CH:18]=[CH:17][CH:16]=1>C(O)C>[OH2:6].[ClH:13].[C:5]([C:7]1[CH:12]=[CH:11][C:10]([NH:14][C:21]2[C:30]3[C:25](=[CH:26][CH:27]=[C:28]4[N:33]=[CH:32][NH:31][C:29]4=3)[N:24]=[C:23]([CH3:34])[CH:22]=2)=[CH:9][CH:8]=1)(=[O:6])[CH2:4][CH2:3][CH3:2].[C:5]([C:18]1[CH:19]=[CH:20][C:15]([NH:14][C:21]2[C:30]3[C:25](=[CH:26][CH:27]=[C:28]4[N:33]=[CH:32][NH:31][C:29]4=3)[N:24]=[C:23]([CH3:34])[CH:22]=2)=[CH:16][CH:17]=1)(=[O:6])[CH2:4][CH2:3][CH3:2].[ClH:13] |f:1.2,4.5.6.7.8|. Reported procedure: A mixture of 16.3 g. (0.1 m) of 4-aminobutyrophenone, 21.7 g. (0.1 m) of the compound of Example I, C. and 500 ml. of ethanol was refluxed overnight. The solution was concentrated in vacuo to dryness. The soft, yellow solid was dissolved in 300 ml. of MeOH and filtered. The MeOH filtrate was evaporated to a volume of 50 ml. then chilled. The product was filtered, washed with ether and oven-dried (110°C) to give 24 g. m.p. 209°-230°C. A second recrystallization from MeOH yielded 22 g., m.p. 205°-... Solvent: O (water), CO (MeOH). Yields the product OC(C)C1=NN(C=N1)C=1N=CC(=C2C1NC=C2C(C(=O)O)=O)OC (2-(7-(3-(1-hydroxyethyl)-1H-1,2,4-triazol-1-yl)-4-methoxy-1H-pyrrolo[2,3-c]pyridin-3-yl)-2-oxoacetic acid). The yield is 50.0%. The reactants are OC(C)C1=NN(C=N1)C=1N=CC(=C2C1NC=C2C(C(=O)OCC)=O)OC (Ethyl 2-(7-(3-(1-hydroxyethyl)-1H-1,2,4-triazol-1-yl)-4-methoxy-1H-pyrrolo[2,3-c]pyridin-3-yl)-2-oxoacetate), C(=O)([O-])[O-].[K+].[K+] (K2CO3), Cl (HCl). Conditions: time 8 hour. Reaction SMILES: [OH:1][CH:2]([C:4]1[N:8]=[CH:7][N:6]([C:9]2[N:10]=[CH:11][C:12]([O:25][CH3:26])=[C:13]3[C:17]([C:18](=[O:24])[C:19]([O:21]CC)=[O:20])=[CH:16][NH:15][C:14]=23)[N:5]=1)[CH3:3].C([O-])([O-])=O.[K+].[K+].Cl>CO.O>[OH:1][CH:2]([C:4]1[N:8]=[CH:7][N:6]([C:9]2[N:10]=[CH:11][C:12]([O:25][CH3:26])=[C:13]3[C:17]([C:18](=[O:24])[C:19]([OH:21])=[O:20])=[CH:16][NH:15][C:14]=23)[N:5]=1)[CH3:3] |f:1.2.3|. Procedure details: Ethyl 2-(7-(3-(1-hydroxyethyl)-1H-1,2,4-triazol-1-yl)-4-methoxy-1H-pyrrolo[2,3-c]pyridin-3-yl)-2-oxoacetate (100 mg, 0.278 mmol) and K2CO3 (77 mg, 0.557 mmol) were dissolved in MeOH (2 mL) and water (2 mL). The mixture was stirred at room temperature overnight, and neutralized with 1N HCl to pH 3. All solvents were removed and the residue was purified by prep. HPLC to give 2-(7-(3-(1-hydroxyethyl)-1H-1,2,4-triazol-1-yl)-4-methoxy-1H-pyrrolo[2,3-c]pyridin-3-yl)-2-oxoacetic acid (46 mg, 0.139 mmol... Reactants: Cl (HCl), CC1=C(C=O)C=CC=C1 (2-methylbenzaldehyde), C(CCC)N\C(=C/C(=O)OCC)\C (ethyl 3-butylaminocrotonate), C(C)(=O)OCC(CCC(=O)OCC)=O (ethyl 4-acetoxy-3-oxobutanecarboxylate). Solvent: O (water), C(C)O (ethanol). The product is OC=1CC2=C(C(OC2)=O)C(C1C(=O)OCC)C1=C(C=CC=C1)C (Ethyl 5-hydroxy-7-(2-methylphenyl)-1-oxo-1,3,4,7-tetrahydrobenzo[c]furan-6-carboxylate). Reaction SMILES: C[C:2]1[CH:9]=[CH:8][CH:7]=[CH:6][C:3]=1C=O.C(N/[C:15](/[CH3:22])=[CH:16]\[C:17]([O:19][CH2:20][CH3:21])=[O:18])CCC.C([O:26][CH2:27][C:28](=O)[CH2:29][CH2:30][C:31]([O:33][CH2:34]C)=[O:32])(=O)C.Cl>O.C(O)C>[OH:26][C:27]1[CH2:28][C:29]2[CH2:34][O:33][C:31](=[O:32])[C:30]=2[CH:15]([C:22]2[CH:8]=[CH:9][CH:2]=[CH:3][C:6]=2[CH3:7])[C:16]=1[C:17]([O:19][CH2:20][CH3:21])=[O:18]. Procedure details: 50 mmol of 2-methylbenzaldehyde, 50 mmol of ethyl 3-butylaminocrotonate and 50 mmol of ethyl 4-acetoxy-3-oxobutanecarboxylate together with 100 ml of ethanol were boiled under reflux overnight, then 10 ml of concentrated HCl and 20 ml of water were added, and the mixture was boiled for a further hour. The product is recrystallized from ethanol. Starting materials: C1(CC1)N1C=C(C(C2=C(C(=C(C=C12)F)F)C)=O)C(=O)O (1-cyclopropyl-6,7-difluoro-1,4-dihydro-5-methyl-4-oxo-3-quinolinecarboxylic acid), CC1NCCNC1 (2-methylpiperazine). Solvent: C(C)#N (acetonitrile). Reaction conditions: time 8 hour. The product is C1(CC1)N1C=C(C(C2=C(C(=C(C=C12)N1CC(NCC1)C)F)C)=O)C(=O)O (1-Cyclopropyl-6-fluoro-1,4-dihydro-5-methyl-7-(3-methyl-1-piperazinyl)-4-oxo-3-quinolinecarboxylic acid). Yield: 43.6%. As a reaction SMILES: [CH:1]1([N:4]2[C:13]3[C:8](=[C:9]([CH3:16])[C:10]([F:15])=[C:11](F)[CH:12]=3)[C:7](=[O:17])[C:6]([C:18]([OH:20])=[O:19])=[CH:5]2)[CH2:3][CH2:2]1.[CH3:21][CH:22]1[CH2:27][NH:26][CH2:25][CH2:24][NH:23]1>C(#N)C>[CH:1]1([N:4]2[C:13]3[C:8](=[C:9]([CH3:16])[C:10]([F:15])=[C:11]([N:26]4[CH2:25][CH2:24][NH:23][CH:22]([CH3:21])[CH2:27]4)[CH:12]=3)[C:7](=[O:17])[C:6]([C:18]([OH:20])=[O:19])=[CH:5]2)[CH2:3][CH2:2]1. Procedure details: A mixture of 0.75 g (2.68 mmol) of 1-cyclopropyl-6,7-difluoro-1,4-dihydro-5-methyl-4-oxo-3-quinolinecarboxylic acid, 1.07 g (10.4 mmol) of 2-methylpiperazine and 30 mL of acetonitrile was refluxed for 5 hours, then stirred at room temperature overnight. The precipitate was collected by filtration, washed with water/ethanol and acetonitrile, and dried in vacuo to give 0.42 g of the title compound, mp 189°-192° C. Yields the product C1(=CC=CC=C1)OC(N(C)[C@@](CN(C(CC(F)(F)F)=O)C)(CCCO)C1=CC(=C(C=C1)Cl)Cl)=O (phenyl[1-(3,3,3-trifluoro-N-methylpropanamido)-2-(S)-(3,4-dichlorophenyl)-5-hydroxy-pentan-2-yl]methylcarbamate). Yield: 70.0%. Run in O1CCCC1 (tetrahydrofuran), O1CCCC1 (tetrahydrofuran). Conditions: time 1 hour. Procedure details: Under argon, phenyl[1-(3,3,3-trifluoro-N-methylpropanamido)-2-(S)-(3,4-dichlorophenyl)-4-penten-2-yl]methylcarbamate (410 mg) was dissolved in anhydrous tetrahydrofuran (4 mL). Under cooling with ice, a 1.06M solution (0.80 mL) of borane tetrahydrofuran complex in tetrahydrofuran was added thereto, and the mixture was stirred for 1 hour. Water (0.3 mL), 3N aqueous sodium hydroxide (0.9 mL), and 30% aqueous hydrogen peroxide (0.9 mL) were added to the reaction mixture, and the resultant mixture w... Starting materials: resultant mixture, C1(=CC=CC=C1)OC(N(C)[C@@](CN(C(CC(F)(F)F)=O)C)(CC=C)C1=CC(=C(C=C1)Cl)Cl)=O (phenyl[1-(3,3,3-trifluoro-N-methylpropanamido)-2-(S)-(3,4-dichlorophenyl)-4-penten-2-yl]methylcarbamate), O (Water), [OH-].[Na+] (sodium hydroxide), OO (hydrogen peroxide), solution. As a reaction SMILES: [C:1]1([O:7][C:8](=[O:33])[N:9]([C@:11]([C:25]2[CH:30]=[CH:29][C:28]([Cl:31])=[C:27]([Cl:32])[CH:26]=2)([CH2:22][CH:23]=[CH2:24])[CH2:12][N:13]([CH3:21])[C:14](=[O:20])[CH2:15][C:16]([F:19])([F:18])[F:17])[CH3:10])[CH:6]=[CH:5][CH:4]=[CH:3][CH:2]=1.[OH2:34].[OH-].[Na+].OO>O1CCCC1>[C:1]1([O:7][C:8](=[O:33])[N:9]([C@:11]([C:25]2[CH:30]=[CH:29][C:28]([Cl:31])=[C:27]([Cl:32])[CH:26]=2)([CH2:22][CH2:23][CH2:24][OH:34])[CH2:12][N:13]([CH3:21])[C:14](=[O:20])[CH2:15][C:16]([F:19])([F:18])[F:17])[CH3:10])[CH:6]=[CH:5][CH:4]=[CH:3][CH:2]=1 |f:2.3|. Starting materials: C1CCOC1, CCOC(=O)CCC(=NOC)c1ccc(Cl)cc1, Cl, [Li+], [OH-], O. Product: CON=C(CCC(=O)O)c1ccc(Cl)cc1. RXN SMILES: [CH2:22]1[O:23][CH2:24][CH2:25][CH2:26]1.[Cl:3][c:4]1[cH:5][cH:6][c:7]([C:10]([CH2:11][CH2:12][C:13](=[O:14])[O:15][CH2:16][CH3:17])=[N:18][O:19][CH3:20])[cH:8][cH:9]1.[ClH:21].[Li+:1].[OH-:2].[OH2:27]>>[Cl:3][c:4]1[cH:5][cH:6][c:7]([C:10]([CH2:11][CH2:12][C:13](=[O:14])[OH:15])=[N:18][O:19][CH3:20])[cH:8][cH:9]1. Reactants: Cl (hydrochloric acid), C(=O)N1CCOCC1 (N-formylmorpholine), C(C)(C)[Si](OC1=CC=C(C=C1)C=1[Se]C=CC1)(C(C)C)C(C)C (triisopropyl-(4-selenophen-2-ylphenoxy)silane), [Li]CCCC (n-BuLi). Solvent: O (water), C(C)OCC (diethyl ether), C(C)OCC (diethyl ether). Run at temperature -70 celsius, time 1 hour. The product is C(C)(C)[Si](OC1=CC=C(C=C1)C1=CC=C([Se]1)C=O)(C(C)C)C(C)C (5-(4-Triisopropylsilanyloxyphenyl)selenophene-2-carbaldehyde). Reaction SMILES: [CH:1]([Si:4]([CH:20]([CH3:22])[CH3:21])([CH:17]([CH3:19])[CH3:18])[O:5][C:6]1[CH:11]=[CH:10][C:9]([C:12]2[Se:13][CH:14]=[CH:15][CH:16]=2)=[CH:8][CH:7]=1)([CH3:3])[CH3:2].[Li]CCCC.[CH:28](N1CCOCC1)=[O:29].Cl>C(OCC)C.O>[CH:20]([Si:4]([CH:1]([CH3:3])[CH3:2])([CH:17]([CH3:19])[CH3:18])[O:5][C:6]1[CH:11]=[CH:10][C:9]([C:12]2[Se:13][C:14]([CH:28]=[O:29])=[CH:15][CH:16]=2)=[CH:8][CH:7]=1)([CH3:22])[CH3:21]. Procedure: 11.0 g (27.9 mmol) of triisopropyl-(4-selenophen-2-ylphenoxy)silane are initially introduced in 200 ml of diethyl ether, and 20 ml (31.8 mmol, 15% soln. in hexane) of n-BuLi are metered in rapidly. The mixture is heated under reflux for 30 min and subsequently cooled to −70° C. 15.0 ml (0.15 mol) of N-formylmorpholine in 50 ml of diethyl ether are added, and the mixture is warmed to RT and stirred for 1 h. The mixture is added to water, and 2 N hydrochloric acid is added. The organic phase is se... Product: COCC(=O)NCC(C)Oc1cccc2ncnc(Nc3ccc(OCc4ccccn4)c(Cl)c3)c12. The reactants are COCC(=O)O, CC(CN)Oc1cccc2ncnc(Nc3ccc(OCc4ccccn4)c(Cl)c3)c12. RXN SMILES: [CH3:1][O:2][CH2:3][C:4](=[O:5])[OH:6].[NH2:7][CH2:8][CH:9]([O:10][c:11]1[c:12]2[c:13]([NH:21][c:22]3[cH:23][c:24]([Cl:36])[c:25]([O:28][CH2:29][c:30]4[n:31][cH:32][cH:33][cH:34][cH:35]4)[cH:26][cH:27]3)[n:14][cH:15][n:16][c:17]2[cH:18][cH:19][cH:20]1)[CH3:37]>>[CH3:1][O:2][CH2:3][C:4](=[O:6])[NH:7][CH2:8][CH:9]([O:10][c:11]1[c:12]2[c:13]([NH:21][c:22]3[cH:23][c:24]([Cl:36])[c:25]([O:28][CH2:29][c:30]4[n:31][cH:32][cH:33][cH:34][cH:35]4)[cH:26][cH:27]3)[n:14][cH:15][n:16][c:17]2[cH:18][cH:19][cH:20]1)[CH3:37].